From a dataset of the Open Reaction Database (ORD), a public repository of structured organic reaction records. describe an organic reaction: reactants, conditions, products, and yield Reactants: compound, Cl.ClC=1C=C(C=CC1)NN (3-chlorophenylhydrazine hydrochloride), ClC=1C=C(C=CC1F)N1N=C(C=C1C1=CC(=CC(=C1)F)Cl)C(=O)OCC (Ethyl 1-(3-chloro-4-fluorophenyl)-5-(3-chloro-5-fluorophenyl)-1H-pyrazole-3-carboxylate). Product: ClC=1C=C(C=C(C1)F)C1=CC(=NN1C1=CC(=CC=C1)Cl)C(=O)OCC (Ethyl 5-(3-chloro-5-fluorophenyl)-1-(3-chlorophenyl)-1H-pyrazole-3-carboxylate). Reaction SMILES: Cl.ClC1C=C(NN)C=CC=1.[Cl:11][C:12]1[CH:13]=[C:14]([N:19]2[C:23]([C:24]3[CH:29]=[C:28]([F:30])[CH:27]=[C:26]([Cl:31])[CH:25]=3)=[CH:22][C:21]([C:32]([O:34][CH2:35][CH3:36])=[O:33])=[N:20]2)[CH:15]=[CH:16][C:17]=1F>>[Cl:31][C:26]1[CH:25]=[C:24]([C:23]2[N:19]([C:14]3[CH:15]=[CH:16][CH:17]=[C:12]([Cl:11])[CH:13]=3)[N:20]=[C:21]([C:32]([O:34][CH2:35][CH3:36])=[O:33])[CH:22]=2)[CH:29]=[C:28]([F:30])[CH:27]=1 |f:0.1|. Procedure: The preparation of the title compound takes place starting from the compound of Example 1A and 3-chlorophenylhydrazine hydrochloride in analogy to the synthesis of the compound of Example 21A. 5.82 g of the title compound are obtained. RXN SMILES: [CH2:39]1[O:40][CH2:41][CH2:42][CH2:43]1.[CH3:1][S:2](=[O:3])[c:4]1[n:5][cH:6][c:7]2[c:8]([n:9]1)[n:10]([CH3:36])[c:11](=[O:35])[n:12](-[c:15]1[cH:16][c:17]([NH:22][C:23]([c:24]3[cH:25][c:26]([C:30]([F:31])([F:32])[F:33])[cH:27][cH:28][cH:29]3)=[O:34])[cH:18][cH:19][c:20]1[CH3:21])[c:13]2=[O:14].[CH3:37][NH2:38]>>[c:4]1([NH:38][CH3:37])[n:5][cH:6][c:7]2[c:8]([n:9]1)[n:10]([CH3:36])[c:11](=[O:35])[n:12](-[c:15]1[cH:16][c:17]([NH:22][C:23]([c:24]3[cH:25][c:26]([C:30]([F:31])([F:32])[F:33])[cH:27][cH:28][cH:29]3)=[O:34])[cH:18][cH:19][c:20]1[CH3:21])[c:13]2=[O:14]. The product is CNc1ncc2c(=O)n(-c3cc(NC(=O)c4cccc(C(F)(F)F)c4)ccc3C)c(=O)n(C)c2n1. Reactants: C1CCOC1, Cc1ccc(NC(=O)c2cccc(C(F)(F)F)c2)cc1-n1c(=O)c2cnc(S(C)=O)nc2n(C)c1=O, CN. Reactants: C(C)(=O)C=1C=CC=2C3=C(NC2C1)C(=NN=C3C3=C(C(=CC=C3)N3C(C1=CC(=CC=C1C3)OC)=O)C)C(=O)N (7-acetyl-1-(3-(6-methoxy-1-oxoisoindolin-2-yl)-2-methylphenyl)-5H-pyridazino[4,5-b]indole-4-carboxamide), C[Mg]Br (methylmagnesium bromide), C[Mg]Br (methylmagnesium bromide). Run in O1CCCC1 (tetrahydrofuran). Conditions: time 20 minute. The product is OC(C)(C)C=1C=CC=2C3=C(NC2C1)C(=NN=C3C3=C(C(=CC=C3)N3C(C1=CC(=CC=C1C3)OC)=O)C)C(=O)N (7-(2-Hydroxypropan-2-yl)-1-(3-(6-methoxy-1-oxoisoindolin-2-yl)-2-methylphenyl)-5H-pyridazino[4,5-b]indole-4-carboxamide). Yield: 29.6%. RXN SMILES: [C:1]([C:4]1[CH:5]=[CH:6][C:7]2[C:8]3[C:16]([C:17]4[CH:22]=[CH:21][CH:20]=[C:19]([N:23]5[CH2:31][C:30]6[C:25](=[CH:26][C:27]([O:32][CH3:33])=[CH:28][CH:29]=6)[C:24]5=[O:34])[C:18]=4[CH3:35])=[N:15][N:14]=[C:13]([C:36]([NH2:38])=[O:37])[C:9]=3[NH:10][C:11]=2[CH:12]=1)(=[O:3])[CH3:2].[CH3:39][Mg]Br>O1CCCC1>[OH:3][C:1]([C:4]1[CH:5]=[CH:6][C:7]2[C:8]3[C:16]([C:17]4[CH:22]=[CH:21][CH:20]=[C:19]([N:23]5[CH2:31][C:30]6[C:25](=[CH:26][C:27]([O:32][CH3:33])=[CH:28][CH:29]=6)[C:24]5=[O:34])[C:18]=4[CH3:35])=[N:15][N:14]=[C:13]([C:36]([NH2:38])=[O:37])[C:9]=3[NH:10][C:11]=2[CH:12]=1)([CH3:39])[CH3:2]. Reported procedure: To a solution of 7-acetyl-1-(3-(6-methoxy-1-oxoisoindolin-2-yl)-2-methylphenyl)-5H-pyridazino[4,5-b]indole-4-carboxamide (36.0 mg, 0.071 mmol) in tetrahydrofuran (8 mL) at 0° C. was added methylmagnesium bromide (0.119 mL, 0.356 mmol). The mixture was stirred at room temperature for 20 min. Additional methylmagnesium bromide (0.119 mL, 0.356 mmol) was added at 0° C. and the mixture was stirred at room temperature for another 20 min. The reaction was quenched with water (15 mL). The resulting mix... Reactants: ClC1=CC=C(CN)C=C1 (4-Chlorobenzylamine), [BH3-]C#N.[Na+] (NaCNBH3), CN1CCC(CC1)=O (1-Methyl-4-piperidone), C(C)(=O)O (Acetic acid). Run in CO (methanol), CO (methanol), CO (methanol), ClCCl (dichloromethane). The product is ClC1=CC=C(CNC2CCN(CC2)C)C=C1 (4-(4-Chlorobenzylamino)-1-methyl-piperidine). Reaction SMILES: [CH3:1][N:2]1[CH2:7][CH2:6][C:5](=O)[CH2:4][CH2:3]1.[Cl:9][C:10]1[CH:17]=[CH:16][C:13]([CH2:14][NH2:15])=[CH:12][CH:11]=1.C(O)(=O)C.[BH3-]C#N.[Na+]>CO.ClCCl>[Cl:9][C:10]1[CH:17]=[CH:16][C:13]([CH2:14][NH:15][CH:5]2[CH2:6][CH2:7][N:2]([CH3:1])[CH2:3][CH2:4]2)=[CH:12][CH:11]=1 |f:3.4|. Procedure details: 1-Methyl-4-piperidone (566 mg, 5.0 mmol) was dissolved in 10 ml methanol and placed in 100 ml flask. 4-Chlorobenzylamine (708 mg, 5.0 mmol) was added. Mixture was stirred and Acetic acid (˜0.75 ml) was added until pH˜5. NaCNBH3 (628 mg, 10 mmol) was slowly added. Gas evolution observed. After magnetic stirring for 16 hrs methanol was partly removed on Rotavapor (40° C.). Dichloromethane, 2M NaOH and water were added until pH˜10. Phases were separated and aq. phase was then re-extracted with dich... Reactants: 70, Cl.FC(C=1C=C(C=CC1)N)(F)F (3-(trifluoromethyl)benzenamine hydrochloride), C(C=C)#N (2-propenenitrile), C(C)NCC (N-ethylethanamine), [OH-].[Na+] (sodium hydroxide). Conditions: temperature 180 celsius, time 2.5 hour. Yields the product 34.5, FC(C=1C=C(C=CC1)NCCC#N)(F)F (3-[[3-(trifluoromethyl)phenyl]-amino]propanenitrile). Yield: 45.0%. Reaction SMILES: Cl.[F:2][C:3]([F:12])([F:11])[C:4]1[CH:5]=[C:6]([NH2:10])[CH:7]=[CH:8][CH:9]=1.[C:13](#[N:16])[CH:14]=[CH2:15].C(NCC)C.[OH-].[Na+]>>[F:2][C:3]([F:11])([F:12])[C:4]1[CH:5]=[C:6]([NH:10][CH2:15][CH2:14][C:13]#[N:16])[CH:7]=[CH:8][CH:9]=1 |f:0.1,4.5|. Reported procedure: A mixture of 70 parts of 3-(trifluoromethyl)benzenamine hydrochloride, 26.5 parts of 2-propenenitrile and 36.5 parts of N-ethylethanamine was stirred for 2.5 hours at 180° C. After cooling to 0° C., the whole was treated with a sodium hydroxide solution. The product was extracted with dichloromethane. The extract was washed with water, dried, filtered and evaporated, yielding 34.5 parts (45%) of 3-[[3-(trifluoromethyl)phenyl]-amino]propanenitrile as a residue (int. 105). Starting materials: BrC(Br)(Br)Br, CCCCCC1CCC(CCC2CCC(C=O)CC2)CC1, ClCCl, CCCCCC, c1ccc(P(c2ccccc2)c2ccccc2)cc1. The product is CCCCCC1CCC(CCC2CCC(C=C(Br)Br)CC2)CC1. As a reaction SMILES: [Br:1][C:2]([Br:3])([Br:4])[Br:5].[CH2:25]([CH2:26][CH2:27][CH2:28][CH3:29])[CH:30]1[CH2:31][CH2:32][CH:33]([CH2:36][CH2:37][CH:38]2[CH2:39][CH2:40][CH:41]([CH:44]=[O:45])[CH2:42][CH2:43]2)[CH2:34][CH2:35]1.[CH2:52]([Cl:53])[Cl:54].[CH3:46][CH2:47][CH2:48][CH2:49][CH2:50][CH3:51].[c:6]1([P:7]([c:8]2[cH:9][cH:10][cH:11][cH:12][cH:13]2)[c:14]2[cH:15][cH:16][cH:17][cH:18][cH:19]2)[cH:20][cH:21][cH:22][cH:23][cH:24]1>>[Br:1][C:2]([Br:5])=[CH:44][CH:41]1[CH2:40][CH2:39][CH:38]([CH2:37][CH2:36][CH:33]2[CH2:32][CH2:31][CH:30]([CH2:25][CH2:26][CH2:27][CH2:28][CH3:29])[CH2:35][CH2:34]2)[CH2:43][CH2:42]1. Reactants: C1(CC1)CBr (cyclopropylmethylbromide), C(C1=CC=CC=C1)O[C@@H]1[C@H](NC[C@H]1OCC1=CC=CC=C1)COCC1=CC=CC=C1 ((2R,3R,4R)-3,4-dibenzyloxy-2-benzyloxymethylpyrrolidine), C(C1=CC=CC=C1)O[C@@H]1[C@H](NC[C@H]1OCC1=CC=CC=C1)COCC1=CC=CC=C1 ((2R,3R,4R)-3,4-dibenzyloxy-2-benzyloxymethylpyrrolidine), C([O-])([O-])=O.[K+].[K+] (Potassium carbonate), [I-].[K+] (potassium iodide). Run in CC(=O)CC(C)C (methyl-isobutylketone). Conditions: temperature 80 celsius, time 24 hour. Yields the product C(C1=CC=CC=C1)O[C@@H]1[C@H](N(C[C@H]1OCC1=CC=CC=C1)CC1CC1)COCC1=CC=CC=C1 ((2R,3R,4R)-3,4-dibenzyloxy-2-benzyloxymethyl-1-cyclopropylmethylpyrrolidine). Yield: 75.1%. As a reaction SMILES: [CH2:1]([O:8][C@H:9]1[C@H:13]([O:14][CH2:15][C:16]2[CH:21]=[CH:20][CH:19]=[CH:18][CH:17]=2)[CH2:12][NH:11][C@@H:10]1[CH2:22][O:23][CH2:24][C:25]1[CH:30]=[CH:29][CH:28]=[CH:27][CH:26]=1)[C:2]1[CH:7]=[CH:6][CH:5]=[CH:4][CH:3]=1.C(=O)([O-])[O-].[K+].[K+].[I-].[K+].[CH:39]1([CH2:42]Br)[CH2:41][CH2:40]1>CC(CC(C)C)=O>[CH2:1]([O:8][C@H:9]1[C@H:13]([O:14][CH2:15][C:16]2[CH:17]=[CH:18][CH:19]=[CH:20][CH:21]=2)[CH2:12][N:11]([CH2:42][CH:39]2[CH2:41][CH2:40]2)[C@@H:10]1[CH2:22][O:23][CH2:24][C:25]1[CH:30]=[CH:29][CH:28]=[CH:27][CH:26]=1)[C:2]1[CH:3]=[CH:4][CH:5]=[CH:6][CH:7]=1 |f:1.2.3,4.5|. Procedure details: (2R,3R,4R)-3,4-Dibenzyloxy-2-benzyloxymethylpyrrolidine (Compound 1) (0.25 g, 0.62 mmol) was dissolved in methyl-isobutylketone (15 ml). Potassium carbonate (0.17 g, 1.2 mmol) and potassium iodide (0.03 g, 0.18 mol) was added. After stirring for 10 min at 25° C. cyclopropylmethylbromide (0.078 ml, 0.81 mmol) was added. The mixture was stirred under a N2 atmosphere at 80° C. for 24 hours and evaporated in vacuo. Water (20 ml) was added and extraction with methylene chloride (3×20 ml), drying of t... Reactants: C(=O)C1=CC(=C(C(=O)OC)C=C1)C (methyl 4-formyl-2-methylbenzoate), [BH4-].[Na+] (sodium borohydride), C(C)O (ethanol), resultant mixture. The solvent is O (water). Conditions: time 4 hour. Yields the product OCC1=CC(=C(C(=O)OC)C=C1)C (methyl 4-(hydroxymethyl)-2-methylbenzoate). Isolated yield 63.6%. Reaction SMILES: [CH:1]([C:3]1[CH:12]=[CH:11][C:6]([C:7]([O:9][CH3:10])=[O:8])=[C:5]([CH3:13])[CH:4]=1)=[O:2].[BH4-].[Na+].C(O)C>O>[OH:2][CH2:1][C:3]1[CH:12]=[CH:11][C:6]([C:7]([O:9][CH3:10])=[O:8])=[C:5]([CH3:13])[CH:4]=1 |f:1.2|. Reported procedure: A mixture of methyl 4-formyl-2-methylbenzoate (200 mg, 1.1 mmol), sodium borohydride (210 mg, 5.5 mmol) and ethanol (10 mL) was stirred at room temperature for 4 hours. To the resultant mixture, water (0.4 mL) was added. The organic phase was separated, concentrated to give a residue. The residue was purified by column chromatography (silica gel, petroleum ether/ethyl acetate=2:1) to give methyl 4-(hydroxymethyl)-2-methylbenzoate (126 mg, 64%). 1H NMR (300 MHz, d6-DMSO): δ 7.78 (d, J=7.8 Hz, 1H)...